From a dataset of the Open Reaction Database (ORD), a public repository of structured organic reaction records. describe an organic reaction: reactants, conditions, products, and yield The reactants are O=C([O-])O, OCc1ccccc1OCC1CCC1, ClCCl, [Na+], BrP(Br)Br. Product: BrCc1ccccc1OCC1CCC1. Reaction SMILES: [C:19](=[O:20])([OH:21])[O-:22].[CH:1]1([CH2:5][O:6][c:7]2[c:8]([CH2:13][OH:14])[cH:9][cH:10][cH:11][cH:12]2)[CH2:2][CH2:3][CH2:4]1.[Cl:24][CH2:25][Cl:26].[Na+:23].[P:15]([Br:16])([Br:17])[Br:18]>>[CH:1]1([CH2:5][O:6][c:7]2[c:8]([CH2:13][Br:16])[cH:9][cH:10][cH:11][cH:12]2)[CH2:2][CH2:3][CH2:4]1. Reactants: C(C)OC(C1=CC=C(C=C1)S(NC1=CC=C(C=C1)N1CCC(CC1)=O)(=O)=O)=O (4-[4-(4-Oxo-piperidin-1-yl)-phenylsulfamoyl]-benzoic acid ethyl ester), NC[C@H](O)C=1C=CC(=C(C1)NS(=O)(=O)C)O (N-[5-((1R)-2-amino-1-hydroxy-ethyl)-2-hydroxy-phenyl]-methanesulfonamide). Product: C(C)OC(C1=CC=C(C=C1)S(=O)(=O)NC1=CC=C(C=C1)N1CCC(CC1)NC[C@@H](C1=CC(=C(C=C1)O)NS(=O)(=O)C)O)=O (Ethyl4-[(4-{4-[((2R)-2-hydroxy-2-{4-hydroxy-3-[(methylsulfonyl)amino]phenyl}ethyl)-amino]-1-piperidinyl}anilino)sulfonyl]benzoate). RXN SMILES: [CH2:1]([O:3][C:4](=[O:28])[C:5]1[CH:10]=[CH:9][C:8]([S:11](=[O:27])(=[O:26])[NH:12][C:13]2[CH:18]=[CH:17][C:16]([N:19]3[CH2:24][CH2:23][C:22](=O)[CH2:21][CH2:20]3)=[CH:15][CH:14]=2)=[CH:7][CH:6]=1)[CH3:2].[NH2:29][CH2:30][C@@H:31]([C:33]1[CH:34]=[CH:35][C:36]([OH:44])=[C:37]([NH:39][S:40]([CH3:43])(=[O:42])=[O:41])[CH:38]=1)[OH:32]>>[CH2:1]([O:3][C:4](=[O:28])[C:5]1[CH:6]=[CH:7][C:8]([S:11]([NH:12][C:13]2[CH:18]=[CH:17][C:16]([N:19]3[CH2:20][CH2:21][CH:22]([NH:29][CH2:30][C@H:31]([OH:32])[C:33]4[CH:34]=[CH:35][C:36]([OH:44])=[C:37]([NH:39][S:40]([CH3:43])(=[O:42])=[O:41])[CH:38]=4)[CH2:23][CH2:24]3)=[CH:15][CH:14]=2)(=[O:26])=[O:27])=[CH:9][CH:10]=1)[CH3:2]. Procedure: The title compound was prepared from 4-[4-(4-oxo-piperidin-1-yl)-phenylsulfamoyl]-benzoic acid ethyl ester (which was obtained in Example 235) and N-[5-((1R)-2-amino-1-hydroxy-ethyl)-2-hydroxy-phenyl]-methanesulfonamide (which was obtained in Example 10) according to the procedure of Example 278 as a pale yellowish solid; 1H NMR (300 MHz, DMSO-d6) δ 1.20–1.40 (m, 2 H), 1.32 (t, J=7.1 Hz, 3 H), 1.75–1.90 (m, 2 H), 2.50–2.70 (m, 5 H), 2.91 (s, 3 H), 3.40–3.55 (m, 2 H), 4.32 (q, J=7.1 Hz, 2 H), 4.4... Reactants: CC(C)(C)OC(=O)N1CC(O)CC1C(=O)O, CS(C)=O, O=C(Cl)C(=O)Cl, ClCCl. Yields the product CC(C)(C)OC(=O)N1CC(=O)CC1C(=O)O. Reaction SMILES: [C:11](=[O:12])([O:13][C:14]([CH3:15])([CH3:16])[CH3:17])[N:18]1[CH:19]([C:20](=[O:21])[OH:22])[CH2:23][CH:24]([OH:26])[CH2:25]1.[CH3:7][S:8]([CH3:9])=[O:10].[Cl:1][C:2]([C:3]([Cl:4])=[O:5])=[O:6].[Cl:27][CH2:28][Cl:29]>>[C:11](=[O:12])([O:13][C:14]([CH3:15])([CH3:16])[CH3:17])[N:18]1[CH:19]([C:20](=[O:21])[OH:22])[CH2:23][C:24](=[O:26])[CH2:25]1. Reactants: ClC1=CC=CC2=C1C(N1[C@H](C=3N2C=NC3C(=O)O)CCC1)=O ((S)-8-chloro-11,12,13,13a-tetrahydro-9-oxo-9H-imidazo[1,5-a]pyrrolo[2,1-c][1,4]benzodiazepine-1-carboxylic acid), N,N'-carbonyldiimidazole, O (water). The solvent is CN(C=O)C (dimethylformamide). Yields the product ClC1=CC=CC2=C1C(N1[C@H](C=3N2C=NC3C(=O)N3C=NC=C3)CCC1)=O ((S)-1-[(8-chloro-11,12,13,13a-tetrahydro-9-oxo-9H-imidazo[1,5-a]pyrrolo[2,1-c][1,4]benzodiazepin-1-yl)carbonyl]imidazole). As a reaction SMILES: [Cl:1][C:2]1[C:7]2[C:8](=[O:22])[N:9]3[CH2:21][CH2:20][CH2:19][C@H:10]3[C:11]3[N:12]([CH:13]=[N:14][C:15]=3[C:16]([OH:18])=O)[C:6]=2[CH:5]=[CH:4][CH:3]=1.O>CN(C)C=O>[Cl:1][C:2]1[C:7]2[C:8](=[O:22])[N:9]3[CH2:21][CH2:20][CH2:19][C@H:10]3[C:11]3[N:12]([CH:13]=[N:14][C:15]=3[C:16]([N:12]3[CH:11]=[CH:15][N:14]=[CH:13]3)=[O:18])[C:6]=2[CH:5]=[CH:4][CH:3]=1. Reported procedure: 9.54 g (30 mmol) of (S)-8-chloro-11,12,13,13a-tetrahydro-9-oxo-9H-imidazo[1,5-a]pyrrolo[2,1-c][1,4]benzodiazepine-1-carboxylic acid and 6.32 g (39 mmol) of N,N'-carbonyldiimidazole in 50 ml of dry dimethylformamide are stirred at room temperature for 1 hour and at 50° for 1 hour. Subsequently, the mixture is poured into about 300 ml of water, the precipitated material is filtered off under suction, washed with water and dried to constant weight. There is obtained (S)-1-[(8-chloro-11,12,13,13a-te... Reactants: C(CCC(=O)O)(=O)O (succinic acid), ClC=1C=CC2=C([C@H](CNCC2)C)C1 ((R)-8-chloro-1-methyl-2,3,4,5-tetrahydro-1H-3-benzazepine). The solvent is CCO (EtOH), C(C)(=O)OC(C)C (isopropyl acetate). Conditions: time 8 hour. Product: C(CCC(=O)O)(=O)O.ClC=1C=CC2=C([C@H](CNCC2)C)C1 ((R)-8-Chloro-1-methyl-2,3,4,5-tetrahydro-1H-3-benzazepine succinate salt). As a reaction SMILES: [C:1]([OH:8])(=[O:7])[CH2:2][CH2:3][C:4]([OH:6])=[O:5].[Cl:9][C:10]1[CH:11]=[CH:12][C:13]2[CH2:19][CH2:18][NH:17][CH2:16][C@H:15]([CH3:20])[C:14]=2[CH:21]=1>CCO.C(OC(C)C)(=O)C>[C:1]([OH:8])(=[O:7])[CH2:2][CH2:3][C:4]([OH:6])=[O:5].[Cl:9][C:10]1[CH:11]=[CH:12][C:13]2[CH2:19][CH2:18][NH:17][CH2:16][C@H:15]([CH3:20])[C:14]=2[CH:21]=1 |f:4.5|. Procedure details: (R)-8-Chloro-1-methyl-2,3,4,5-tetrahydro-1H-3-benzazepine succinate salt was prepared by the addition of succinic acid (0.5-1 eq.) in hot EtOH to a solution of (R)-8-chloro-1-methyl-2,3,4,5-tetrahydro-1H-3-benzazepine in isopropyl acetate. After overnight stirring, a solid was recovered by suction filtration and washed in isopropyl acetate. (R)-8-Chloro-1-methyl-2,3,4,5-tetrahydro-1H-3-benzazepine succinate salt had an extrapolated melting onset temperature by DSC of about 179.1° C.